Dataset: the Open Reaction Database (ORD), a public repository of structured organic reaction records. Task: describe an organic reaction: reactants, conditions, products, and yield Reactants: CC(=O)O[BH-](OC(C)=O)OC(C)=O, CCNC(=O)Nc1ccc(-c2nc3c(c(N4CCOCC4C)n2)CCNC3)cc1, CS(C)=O, ClCCCl, [Na+], [Na+], O=C([O-])O, O=C1COC1. The product is CCNC(=O)Nc1ccc(-c2nc3c(c(N4CCOCC4C)n2)CCN(C2COC2)C3)cc1. As a reaction SMILES: [C:35]([O:36][BH-:37]([O:38][C:39](=[O:40])[CH3:41])[O:42][C:43](=[O:44])[CH3:45])(=[O:46])[CH3:47].[CH2:1]([CH3:2])[NH:3][C:4](=[O:5])[NH:6][c:7]1[cH:8][cH:9][c:10](-[c:13]2[n:14][c:15]([N:23]3[CH:24]([CH3:29])[CH2:25][O:26][CH2:27][CH2:28]3)[c:16]3[c:17]([n:18]2)[CH2:19][NH:20][CH2:21][CH2:22]3)[cH:11][cH:12]1.[CH3:58][S:59]([CH3:60])=[O:61].[Cl:49][CH2:50][CH2:51][Cl:52].[Na+:48].[Na+:57].[O-:53][C:54]([OH:55])=[O:56].[O:30]1[CH2:31][C:32](=[O:34])[CH2:33]1>>[CH2:1]([CH3:2])[NH:3][C:4](=[O:5])[NH:6][c:7]1[cH:8][cH:9][c:10](-[c:13]2[n:14][c:15]([N:23]3[CH:24]([CH3:29])[CH2:25][O:26][CH2:27][CH2:28]3)[c:16]3[c:17]([n:18]2)[CH2:19][N:20]([CH:32]2[CH2:31][O:30][CH2:33]2)[CH2:21][CH2:22]3)[cH:11][cH:12]1. Starting materials: NC1=NC(=C2N=CNC2=N1)S (2-amino-6-mercapto-9H-purine), O1CCCC1 (tetrahydrofuran). Product: NC1=NC(=C2N=CNC2=N1)SCCC (2-Amino-6-propylthio-9H-purine). Reaction SMILES: [NH2:1][C:2]1[N:10]=[C:9]2[C:5]([N:6]=[CH:7][NH:8]2)=[C:4]([SH:11])[N:3]=1.O1C[CH2:15][CH2:14][CH2:13]1>>[NH2:1][C:2]1[N:10]=[C:9]2[C:5]([N:6]=[CH:7][NH:8]2)=[C:4]([S:11][CH2:13][CH2:14][CH3:15])[N:3]=1. Procedure details: 2-Amino-6-propylthio-9H-purine was prepared by nucleophilic displacement of the iodo group on 1-iodopropane (Aldrich Chemical Co.) by 2-amino-6-mercapto-9H-purine (Aldrich Chemical Co.) in tetrahydrofuran. The reactants are C1(CCCCC1)CCC1C(=CC(O1)=O)O (5-(2-cyclohexyl-ethyl)-4-hydroxy-5H-furan-2-one), C(C1=CC=CC=C1)=O (benzaldehyde), FC1=CC=C2C(=CNC2=C1)CCNC(C)=O (N-[2-(6-fluoro-1H-indol-3-yl)-ethyl]-acetamide). Product: C1(CCCCC1)CCC1C(=C(C(O1)=O)C(C=1NC2=CC(=CC=C2C1CCNC(C)=O)F)C1=CC=CC=C1)O (N-[2-(2-{[5-(2-Cyclohexyl-ethyl)-4-hydroxy-2-oxo-2,5-dihydro-furan-3-yl]-phenyl-methyl}-6-fluoro-1H-indol-3-yl)-ethyl]-acetamide). Reaction SMILES: [CH:1]1([CH2:7][CH2:8][CH:9]2[O:13][C:12](=[O:14])[CH:11]=[C:10]2[OH:15])[CH2:6][CH2:5][CH2:4][CH2:3][CH2:2]1.[CH:16](=O)[C:17]1[CH:22]=[CH:21][CH:20]=[CH:19][CH:18]=1.[F:24][C:25]1[CH:33]=[C:32]2[C:28]([C:29]([CH2:34][CH2:35][NH:36][C:37](=[O:39])[CH3:38])=[CH:30][NH:31]2)=[CH:27][CH:26]=1>>[CH:1]1([CH2:7][CH2:8][CH:9]2[O:13][C:12](=[O:14])[C:11]([CH:16]([C:17]3[CH:22]=[CH:21][CH:20]=[CH:19][CH:18]=3)[C:30]3[NH:31][C:32]4[C:28]([C:29]=3[CH2:34][CH2:35][NH:36][C:37](=[O:39])[CH3:38])=[CH:27][CH:26]=[C:25]([F:24])[CH:33]=4)=[C:10]2[OH:15])[CH2:6][CH2:5][CH2:4][CH2:3][CH2:2]1. Reported procedure: Using general procedure C, 5-(2-cyclohexyl-ethyl)-4-hydroxy-5H-furan-2-one (Example B2) was reacted with benzaldehyde and N-[2-(6-fluoro-1H-indol-3-yl)-ethyl]-acetamide (Example 18.1.) to give the title compound as pale green solid. MS: 517.2 ([M−H]−). Reactants: COC(=O)c1ccc(C=Cc2ccccc2)cc1, CCO, Cl, [Na+], [OH-]. Product: O=C(O)c1ccc(C=Cc2ccccc2)cc1. As a reaction SMILES: [CH3:1][O:2][C:3]([c:4]1[cH:5][cH:6][c:7]([CH:10]=[CH:11][c:12]2[cH:13][cH:14][cH:15][cH:16][cH:17]2)[cH:8][cH:9]1)=[O:18].[CH3:22][CH2:23][OH:24].[ClH:21].[Na+:20].[OH-:19]>>[O:2]=[C:3]([c:4]1[cH:5][cH:6][c:7]([CH:10]=[CH:11][c:12]2[cH:13][cH:14][cH:15][cH:16][cH:17]2)[cH:8][cH:9]1)[OH:18]. The reactants are COC(C1=CC=C(C=C1)OCC1=NC2=CC=CC=C2C=C1)=O (methyl-4-(quinolin-2-ylmethoxy)benzoate), [OH-].[Na+] (sodium hydroxide). Run in C(C)O (ethanol). Product: N1=C(C=CC2=CC=CC=C12)COC1=CC=C(C(=O)O)C=C1 (4-(quinolin-2-ylmethoxy)benzoic acid). Isolated yield 65.5%. RXN SMILES: C[O:2][C:3](=[O:22])[C:4]1[CH:9]=[CH:8][C:7]([O:10][CH2:11][C:12]2[CH:21]=[CH:20][C:19]3[C:14](=[CH:15][CH:16]=[CH:17][CH:18]=3)[N:13]=2)=[CH:6][CH:5]=1.[OH-].[Na+]>C(O)C>[N:13]1[C:14]2[C:19](=[CH:18][CH:17]=[CH:16][CH:15]=2)[CH:20]=[CH:21][C:12]=1[CH2:11][O:10][C:7]1[CH:8]=[CH:9][C:4]([C:3]([OH:22])=[O:2])=[CH:5][CH:6]=1 |f:1.2|. Reported procedure: 5.00 g of methyl-4-(quinolin-2-ylmethoxy)benzoate is dissolved in 120 ml of ethanol and 90 ml of 1N sodium hydroxide and the mixture is stirred at room temperature for 4 days. The mixture is concentrated in vacuo to remove the ethanol. The residue is diluted with water, acidified to pH 6 and the resulting solid is filtered off and recrystallized from methanol to give 3.12 g 4-(quinolin-2-ylmethoxy)benzoic acid. Reactants: CS(=O)(=O)CC(=O)Nc1c[nH]c2ncc(Br)c(F)c12, CC(C)(C)OC(=O)NC1CCCNC1. The product is CC(C)(C)OC(=O)NC1CCCN(c2c(Br)cnc3[nH]cc(NC(=O)CS(C)(=O)=O)c23)C1. As a reaction SMILES: [Br:1][c:2]1[c:3]([F:19])[c:4]2[c:5]([n:6][cH:7]1)[nH:8][cH:9][c:10]2[NH:11][C:12]([CH2:13][S:14](=[O:15])(=[O:16])[CH3:17])=[O:18].[NH:20]1[CH2:21][CH:22]([NH:26][C:27]([O:28][C:29]([CH3:30])([CH3:31])[CH3:32])=[O:33])[CH2:23][CH2:24][CH2:25]1>>[Br:1][c:2]1[c:3]([N:20]2[CH2:21][CH:22]([NH:26][C:27]([O:28][C:29]([CH3:30])([CH3:31])[CH3:32])=[O:33])[CH2:23][CH2:24][CH2:25]2)[c:4]2[c:5]([n:6][cH:7]1)[nH:8][cH:9][c:10]2[NH:11][C:12]([CH2:13][S:14](=[O:15])(=[O:16])[CH3:17])=[O:18].